This data is from the Open Reaction Database (ORD), a public repository of structured organic reaction records. The task is: describe an organic reaction: reactants, conditions, products, and yield Reactants: CC(C)(C)CC(O)c1ccc(CNC(=O)OC(C)(C)C)cc1Cl, C1COCCO1. Product: CC(C)(C)CC(=O)c1ccc(CNC(=O)OC(C)(C)C)cc1Cl. Reaction SMILES: [C:1]([CH3:2])([CH3:3])([CH3:4])[O:5][C:6](=[O:7])[NH:8][CH2:9][c:10]1[cH:11][c:12]([Cl:23])[c:13]([CH:16]([CH2:17][C:18]([CH3:19])([CH3:20])[CH3:21])[OH:22])[cH:14][cH:15]1.[CH2:24]1[O:25][CH2:26][CH2:27][O:28][CH2:29]1>>[C:1]([CH3:2])([CH3:3])([CH3:4])[O:5][C:6](=[O:7])[NH:8][CH2:9][c:10]1[cH:11][c:12]([Cl:23])[c:13]([C:16]([CH2:17][C:18]([CH3:19])([CH3:20])[CH3:21])=[O:22])[cH:14][cH:15]1. The reactants are C(C1=CC=CC=C1)N(C(=O)C(CC1=CC=C(C=C1)OC(C)(C)C)NC(CC(CC=C)NC(=O)NCC1=CC=CC=C1)=O)CC(OCC)OCC (3-(3-Benzyl-ureido)-hex-5-enoic acid [1-[benzyl-(2,2-diethoxy-ethyl)-carbamoyl]-2-(4-tert-butoxy-phenyl)-ethyl]-amide), C(=O)O (formic acid). The product is C(C1=CC=CC=C1)NC(=O)N1C2N(C(CC1CC=C)=O)C(C(N(C2)CC2=CC=CC=C2)=O)CC2=CC=C(C=C2)O (2-Allyl-8-benzyl-6-(4-hydroxy-benzyl)-4,7-dioxo-hexahydro-pyrazino[1,2-a]pyrimidine-1-carboxylic acid benzylamide). The yield is 38.0%. RXN SMILES: [CH2:1]([N:8]([CH2:43][CH:44](OCC)OCC)[C:9]([CH:11]([NH:24][C:25](=[O:42])[CH2:26][CH:27]([NH:31][C:32]([NH:34][CH2:35][C:36]1[CH:41]=[CH:40][CH:39]=[CH:38][CH:37]=1)=[O:33])[CH2:28][CH:29]=[CH2:30])[CH2:12][C:13]1[CH:18]=[CH:17]C(OC(C)(C)C)=[CH:15][CH:14]=1)=[O:10])[C:2]1[CH:7]=[CH:6][CH:5]=[CH:4][CH:3]=1.[CH:51]([OH:53])=O>>[CH2:35]([NH:34][C:32]([N:31]1[CH:27]([CH2:28][CH:29]=[CH2:30])[CH2:26][C:25](=[O:42])[N:24]2[CH:11]([CH2:12][C:13]3[CH:14]=[CH:15][C:51]([OH:53])=[CH:17][CH:18]=3)[C:9](=[O:10])[N:8]([CH2:1][C:2]3[CH:3]=[CH:4][CH:5]=[CH:6][CH:7]=3)[CH2:43][CH:44]12)=[O:33])[C:36]1[CH:37]=[CH:38][CH:39]=[CH:40][CH:41]=1. Reported procedure: A solution of crude 3-(3-Benzyl-ureido)-hex-5-enoic acid [1-[benzyl-(2,2-diethoxy-ethyl)-carbamoyl]-2-(4-tert-butoxy-phenyl)-ethyl]-amide (2.9 g, 4.95 mmol) in formic acid (100 mL) was stirred at room temperature for 13 h. The solvent was removed under reduced pressure and then diluted with EtOAc, washed with water and brine. The organic layer was dried with Na2SO4 and concentrated in vacuo. The residue was purified by chromatography and recrystallized on ethyl acetate and Hexane to give the 2-A... Reactants: O1OOCCC1 (trioxane), CNS(=O)(=O)C=1C2=C(SC1)C=CC(=C2)F (5-fluoro-benzo[b]thiophene-3-sulphonic acid-methylamide), ice water. Run in FC(C(=O)O)(F)F (trifluoroacetic acid), CS(=O)(=O)O (methanesulphonic acid). Reaction conditions: temperature 35 celsius, time 2.5 hour. Product: FC1=C2CN(S(C3=CSC(C=C1)=C32)(=O)=O)C (6-fluoro-4-methyl-4,5-dihydro-1,3-dithia-4-aza-acenaphthylene 3,3-dioxide). Reaction SMILES: [CH3:1][NH:2][S:3]([C:6]1[C:7]2[CH:14]=[C:13]([F:15])[CH:12]=[CH:11][C:8]=2[S:9][CH:10]=1)(=[O:5])=[O:4].O1CC[CH2:19]OO1>CS(O)(=O)=O.FC(F)(F)C(O)=O>[F:15][C:13]1[CH:12]=[CH:11][C:8]2=[C:7]3[C:14]=1[CH2:1][N:2]([CH3:19])[S:3](=[O:4])(=[O:5])[C:6]3=[CH:10][S:9]2. Procedure details: 0.37 g of 5-fluoro-benzo[b]thiophene-3-sulphonic acid-methylamide are dissolved in 5.9 ml of methanesulphonic acid at 35° C. and combined with a solution of 0.06 g of trioxane in 1.8 ml of trifluoroacetic acid. After 2.5 h stirring at 35° C. the reaction mixture is poured onto 100 ml of ice water and the aqueous phase is extracted with ethyl acetate. The combined organic extracts are dried with Na2SO4, evaporated down in vacuo and then purified by chromatography. Yield: 0.22 g. M.p.: 175° C.